The task is: describe an organic reaction: reactants, conditions, products, and yield. This data is from the Open Reaction Database (ORD), a public repository of structured organic reaction records. Starting materials: O.O.O.C(C)(=O)[O-].[Na+] (sodium acetate trihydrate), C(C=C)(=O)OC (methyl acrylate), N1CCOCC1 (morpholine), C(CCCCCC)=O (heptanal), C(C=C)(=O)OC (methyl acrylate). Run in O (water), C(C)(=O)O (acetic acid), C1CCCCC1 (cyclohexane), O (water), C(C)(=O)O (acetic acid), O (water). Conditions: temperature 40 celsius, time 12 hour. Yields the product C(=O)C(CCC(=O)OC)CCCCC (methyl 4-formylnonanoate). Isolated yield 99.3%. Reaction SMILES: N1CCOCC1.[CH:7](=[O:14])[CH2:8][CH2:9][CH2:10][CH2:11][CH2:12][CH3:13].[C:15]([O:19][CH3:20])(=[O:18])[CH:16]=[CH2:17].O.O.O.C([O-])(=O)C.[Na+]>O.C(O)(=O)C.C1CCCCC1>[CH:7]([CH:8]([CH2:9][CH2:10][CH2:11][CH2:12][CH3:13])[CH2:17][CH2:16][C:15]([O:19][CH3:20])=[O:18])=[O:14] |f:3.4.5.6.7|. Procedure: 418.0 g (4.80 mol) of morpholine and 344.0 g of cyclohexane are placed in a four-liter round-bottomed flask with a magnetic stirrer, a water separator, a thermometer and an addition funnel. The mixture is brought to a temperature of 65° C. to 70° C. 444.2 g (3.89 mol) of heptanal are added over five hours. The boiling point (80° C.-84° C. at the start of addition and then 87° C. toward the end of the operation) is thus rapidly obtained. The water formed during the reaction is recovered in a wate... Reactants: C=CCCOCC=O, CCO, CC(=O)[O-], NO, [Na+], O, O=S(=O)(O)O. Yields the product C=CCCOCC=NO. Reaction SMILES: [CH2:14]([CH2:15][CH:16]=[CH2:17])[O:18][CH2:19][CH:20]=[O:21].[CH3:22][CH2:23][OH:24].[CH3:9][C:10](=[O:11])[O-:12].[NH2:6][OH:7].[Na+:8].[OH2:13].[S:1]([OH:2])([OH:3])(=[O:4])=[O:5]>>[N:6]([OH:7])=[CH:20][CH2:19][O:18][CH2:14][CH2:15][CH:16]=[CH2:17]. The reactants are C=CC12CCc3cc(O)ccc3C1C(CCCCCBr)CC1(C)C(O)CCC12, C1CCNCC1. Yields the product C=CC12CCc3cc(O)ccc3C1C(CCCCCN1CCCCC1)CC1(C)C(O)CCC12. RXN SMILES: [Br:7][CH2:8][CH2:9][CH2:10][CH2:11][CH2:12][CH:13]1[CH:14]2[c:15]3[cH:16][cH:17][c:18]([OH:34])[cH:19][c:20]3[CH2:21][CH2:22][C:23]2([CH:32]=[CH2:33])[CH:24]2[CH2:25][CH2:26][CH:27]([OH:31])[C:28]2([CH3:29])[CH2:30]1.[CH2:1]1[CH2:2][CH2:3][NH:4][CH2:5][CH2:6]1>>[CH2:1]1[CH2:2][CH2:3][N:4]([CH2:8][CH2:9][CH2:10][CH2:11][CH2:12][CH:13]2[CH:14]3[c:15]4[cH:16][cH:17][c:18]([OH:34])[cH:19][c:20]4[CH2:21][CH2:22][C:23]3([CH:32]=[CH2:33])[CH:24]3[CH2:25][CH2:26][CH:27]([OH:31])[C:28]3([CH3:29])[CH2:30]2)[CH2:5][CH2:6]1. Starting materials: [Al+3], [H-], [H-], [H-], [H-], [Li+], O=C(O)N1CCNC(c2ccsc2)C1. Product: CN1CCNC(c2ccsc2)C1. RXN SMILES: [Al+3:16].[H-:15].[H-:18].[H-:19].[H-:20].[Li+:17].[s:1]1[cH:2][c:3]([CH:6]2[CH2:7][N:8]([C:12]([OH:13])=[O:14])[CH2:9][CH2:10][NH:11]2)[cH:4][cH:5]1>>[s:1]1[cH:2][c:3]([CH:6]2[CH2:7][N:8]([CH3:12])[CH2:9][CH2:10][NH:11]2)[cH:4][cH:5]1. Reactants: COC(COC1=C(C(=CC=C1)C1SC(=NN1C(C1=C(C=C(C=C1F)F)F)=O)C1=CC=C(C=C1)F)OC)=O ({3-[5-(4-fluoro-phenyl)-3-(2,4,6-trifluoro-benzoyl)-2,3-dihydro-[1,3,4]thiadiazol-2-yl]-2-methoxy-phenoxy}-acetic acid methyl ester), C1CCOC1 (THF), CO (MeOH), [Li+].[OH-] (LiOH). Run in C(C)(=O)OCC (ethyl acetate), O (water), mixture. Reaction conditions: time 12 hour. Product: FC1=CC=C(C=C1)C1=NN(C(S1)C=1C(=C(OCC(=O)O)C=CC1)OC)C(C1=C(C=C(C=C1F)F)F)=O ({3-[5-(4-fluoro-phenyl)-3-(2,4,6-trifluoro-benzoyl)-2,3-dihydro-[1,3,4]thiadiazol-2-yl]-2-methoxy-phenoxy}-acetic acid). As a reaction SMILES: C[O:2][C:3](=[O:37])[CH2:4][O:5][C:6]1[CH:11]=[CH:10][CH:9]=[C:8]([CH:12]2[N:16]([C:17](=[O:27])[C:18]3[C:23]([F:24])=[CH:22][C:21]([F:25])=[CH:20][C:19]=3[F:26])[N:15]=[C:14]([C:28]3[CH:33]=[CH:32][C:31]([F:34])=[CH:30][CH:29]=3)[S:13]2)[C:7]=1[O:35][CH3:36].C1COCC1.CO.[Li+].[OH-]>C(OCC)(=O)C.O>[F:34][C:31]1[CH:32]=[CH:33][C:28]([C:14]2[S:13][CH:12]([C:8]3[C:7]([O:35][CH3:36])=[C:6]([CH:11]=[CH:10][CH:9]=3)[O:5][CH2:4][C:3]([OH:37])=[O:2])[N:16]([C:17](=[O:27])[C:18]3[C:19]([F:26])=[CH:20][C:21]([F:25])=[CH:22][C:23]=3[F:24])[N:15]=2)=[CH:29][CH:30]=1 |f:3.4|. Reported procedure: To a solution of {3-[5-(4-fluoro-phenyl)-3-(2,4,6-trifluoro-benzoyl)-2,3-dihydro-[1,3,4]thiadiazol-2-yl]-2-methoxy-phenoxy}-acetic acid methyl ester (2.47 mmol) in 30 mL of a mixture of THF and MeOH (3:2), is added LiOH (1 M) (25 mL). After stiffing for 12 hours the reaction is complete as determined by LC/MS. The reaction is diluted with ethyl acetate and water, washed with brine and dried over MgSO4 and the solvent is removed from the reaction mixture to yield {3-[5-(4-fluoro-phenyl)-3-(2,4,6-...